This data is from the Open Reaction Database (ORD), a public repository of structured organic reaction records. The task is: describe an organic reaction: reactants, conditions, products, and yield Starting materials: Cl.N1N=NN=C1C=1C=C(C=CC1)NC([C@H](CC1=CC=CC=C1)N)=O ((S)—N-(3-(1H-tetrazol-5-yl)phenyl)-2-amino-3-phenylpropanamide hydrochloride), N1N=NN=C1C=1C=C(N)C=CC1 (3-(1H-tetrazol-5-yl)aniline). Yields the product ClC=1C=CC(=C(C1)/C=C/C(=O)N[C@@H](CC1=CC=CC=C1)C(NC1=CC(=CC=C1)C1=NN=NN1)=O)N1N=NN=C1 ((E)-3-(5-chloro-2-tetrazol-1-yl-phenyl)-N-{(S)-2-phenyl-1-[3-(1H-tetrazol-5-yl)-phenylcarbamoyl]-ethyl}-acrylamide), NC=1C=C2C=NNC2=CC1 (5-aminoindazole). Yield: 49.0%. Reaction SMILES: [ClH:1].[NH:2]1[C:6]([C:7]2[CH:8]=[C:9]([NH:13][C:14](=[O:24])[C@@H:15]([NH2:23])[CH2:16][C:17]3[CH:22]=[CH:21][CH:20]=[CH:19][CH:18]=3)[CH:10]=[CH:11][CH:12]=2)=[N:5][N:4]=[N:3]1.[NH:25]1[C:29]([C:30]2[CH:31]=[C:32]([CH:34]=[CH:35][CH:36]=2)[NH2:33])=NN=[N:26]1>>[Cl:1][C:36]1[CH:30]=[CH:31][C:32]([N:33]2[CH:6]=[N:2][N:3]=[N:4]2)=[C:34](/[CH:16]=[CH:15]/[C:14]([NH:23][C@H:15]([C:14](=[O:24])[NH:13][C:9]2[CH:10]=[CH:11][CH:12]=[C:7]([C:6]3[NH:2][N:3]=[N:4][N:5]=3)[CH:8]=2)[CH2:16][C:17]2[CH:22]=[CH:21][CH:20]=[CH:19][CH:18]=2)=[O:24])[CH:35]=1.[NH2:33][C:32]1[CH:31]=[C:30]2[C:36](=[CH:35][CH:34]=1)[NH:26][N:25]=[CH:29]2 |f:0.1|. Procedure details: (S)—N-(3-(1H-tetrazol-5-yl)phenyl)-2-amino-3-phenylpropanamide hydrochloride: The title compound was prepared in a similar manner described for Examples 3 and 31 using 3-(1H-tetrazol-5-yl)aniline in place of 5-aminoindazole (49% yield). LCMS m/z 309 [M+H]+. Reactants: ClC=1C=C(C=CC1)N1N=C(N=C1C)OC(C)C(=O)OCC (1-(3-chlorophenyl)-3-(1-ethoxycarbonylethoxy)-5-methyl-1,2,4-1H-triazole), [OH-].[K+] (potassium hydroxide). The solvent is C(C)O (ethanol). Yields the product C(=O)(O)C(C)OC1=NN(C(=N1)C)C1=CC(=CC=C1)Cl (3-(1-carboxyethoxy)-1-(3-chlorophenyl)-5-methyl-1,2,4-1H-triazole). Reaction SMILES: [Cl:1][C:2]1[CH:3]=[C:4]([N:8]2[C:12]([CH3:13])=[N:11][C:10]([O:14][CH:15]([C:17]([O:19]CC)=[O:18])[CH3:16])=[N:9]2)[CH:5]=[CH:6][CH:7]=1.[OH-].[K+]>C(O)C>[C:17]([CH:15]([O:14][C:10]1[N:11]=[C:12]([CH3:13])[N:8]([C:4]2[CH:5]=[CH:6][CH:7]=[C:2]([Cl:1])[CH:3]=2)[N:9]=1)[CH3:16])([OH:19])=[O:18] |f:1.2|. Procedure details: A 3.8 g portion of the compound of Example 17 was refluxed for 4 hours with 1.4 g of potassium hydroxide in 100 ml of ethanol, and the product was collected as shown in Example 22 and recrystallized from ethanol to obtain 2.8 g of the desired product, m.p. 101°-103°. Reactants: BrC1=CC=C(C=C1)C1=C(C(=NO1)C)C(CSC1=CC(=CC=C1)OC)O (1-[5-(4-bromo-phenyl)-3-methyl-isoxazol-4-yl]-2-(3-methoxy-phenylsulfanyl)-ethanol), CC1(OB(OC1(C)C)C1=CC=C(C=C1)C1(CC1)C(=O)NS(=O)(=O)C)C (N-{1-[4-(4,4,5,5-tetramethyl-[1,3,2]dioxaborolan-2-yl)-phenyl]-cyclopropanecarbonyl}-methanesulfonamide). Product: OC(CSC1=CC(=CC=C1)OC)C=1C(=NOC1C1=CC=C(C=C1)C1=CC=C(C=C1)C1(CC1)C(=O)NS(=O)(=O)C)C (N-[1-(4′-{4-[1-Hydroxy-2-(3-methoxy-phenylsulfanyl)-ethyl]-3-methyl-isoxazol-5-yl}-biphenyl-4-yl)-cyclopropanecarbonyl]-methanesulfonamide). RXN SMILES: Br[C:2]1[CH:7]=[CH:6][C:5]([C:8]2[O:12][N:11]=[C:10]([CH3:13])[C:9]=2[CH:14]([OH:25])[CH2:15][S:16][C:17]2[CH:22]=[CH:21][CH:20]=[C:19]([O:23][CH3:24])[CH:18]=2)=[CH:4][CH:3]=1.CC1(C)C(C)(C)OB([C:34]2[CH:39]=[CH:38][C:37]([C:40]3([C:43]([NH:45][S:46]([CH3:49])(=[O:48])=[O:47])=[O:44])[CH2:42][CH2:41]3)=[CH:36][CH:35]=2)O1>>[OH:25][CH:14]([C:9]1[C:10]([CH3:13])=[N:11][O:12][C:8]=1[C:5]1[CH:6]=[CH:7][C:2]([C:34]2[CH:35]=[CH:36][C:37]([C:40]3([C:43]([NH:45][S:46]([CH3:49])(=[O:48])=[O:47])=[O:44])[CH2:42][CH2:41]3)=[CH:38][CH:39]=2)=[CH:3][CH:4]=1)[CH2:15][S:16][C:17]1[CH:22]=[CH:21][CH:20]=[C:19]([O:23][CH3:24])[CH:18]=1. Procedure: Prepared according to the procedure described in Example 1, Step 7, using 1-[5-(4-bromo-phenyl)-3-methyl-isoxazol-4-yl]-2-(3-methoxy-phenylsulfanyl)-ethanol and N-{1-[4-(4,4,5,5-tetramethyl-[1,3,2]dioxaborolan-2-yl)-phenyl]-cyclopropanecarbonyl}-methanesulfonamide. As a reaction SMILES: [Br:1][c:2]1[c:3]([O:23][CH2:24][c:25]2[c:26]([F:32])[cH:27][c:28]([F:31])[cH:29][cH:30]2)[n:4][cH:5][n:6](-[c:9]2[cH:10][c:11]([C:12](=[O:13])[NH:14][CH:15]([CH2:16][OH:17])[CH3:18])[cH:19][cH:20][c:21]2[CH3:22])[c:7]1=[O:8].[NH2-:39].[NH2:33][CH:34]([C:35]([OH:36])=[O:37])[CH3:38].[NH2:40][CH:41]([CH3:42])[CH2:43][OH:44]>>[Br:1][c:2]1[c:3]([O:23][CH2:24][c:25]2[c:26]([F:32])[cH:27][c:28]([F:31])[cH:29][cH:30]2)[n:4][cH:5][n:6](-[c:9]2[cH:10][c:11]([C:12](=[O:13])[NH:14][CH:15]([C:16](=[O:17])[NH2:33])[CH3:18])[cH:19][cH:20][c:21]2[CH3:22])[c:7]1=[O:8]. The product is Cc1ccc(C(=O)NC(C)C(N)=O)cc1-n1cnc(OCc2ccc(F)cc2F)c(Br)c1=O. Reactants: Cc1ccc(C(=O)NC(C)CO)cc1-n1cnc(OCc2ccc(F)cc2F)c(Br)c1=O, [NH2-], CC(N)C(=O)O, CC(N)CO. Starting materials: C(C)(C)(C)OC(=O)CCOC(C1=CC(=C(C=C1)NC(=O)[C@@H]1N[C@H]([C@]([C@H]1C1=C(C(=CC=C1)Cl)F)(C#N)C1=C(C=C(C=C1)Cl)F)CC(C)(C)C)OC)=O (4-{[(2R,3S,4R,5S)-4-(4-Chloro-2-fluoro-phenyl)-3-(3-chloro-2-fluoro-phenyl)-4-cyano-5-(2,2-dimethyl-propyl)-pyrrolidine-2-carbonyl]-amino}-3-methoxy-benzoic acid 2-tert-butoxycarbonyl-ethyl ester), FC(C(=O)O)(F)F (trifluoroacetic acid). Product: C(=O)(O)CCOC(C1=CC(=C(C=C1)NC(=O)[C@@H]1N[C@H]([C@]([C@H]1C1=C(C(=CC=C1)Cl)F)(C#N)C1=C(C=C(C=C1)Cl)F)CC(C)(C)C)OC)=O (4-{[(2R,3S,4R,5S)-4-(4-chloro-2-fluoro-phenyl)-3-(3-chloro-2-fluoro-phenyl)-4-cyano-5-(2,2-dimethyl-propyl)-pyrrolidine-2-carbonyl]-amino}-3-methoxy-benzoic acid 2-carboxy-ethyl ester). Reaction SMILES: C([O:5][C:6]([CH2:8][CH2:9][O:10][C:11](=[O:51])[C:12]1[CH:17]=[CH:16][C:15]([NH:18][C:19]([C@H:21]2[C@H:25]([C:26]3[CH:31]=[CH:30][CH:29]=[C:28]([Cl:32])[C:27]=3[F:33])[C@:24]([C:36]3[CH:41]=[CH:40][C:39]([Cl:42])=[CH:38][C:37]=3[F:43])([C:34]#[N:35])[C@H:23]([CH2:44][C:45]([CH3:48])([CH3:47])[CH3:46])[NH:22]2)=[O:20])=[C:14]([O:49][CH3:50])[CH:13]=1)=[O:7])(C)(C)C.FC(F)(F)C(O)=O>>[C:6]([CH2:8][CH2:9][O:10][C:11](=[O:51])[C:12]1[CH:17]=[CH:16][C:15]([NH:18][C:19]([C@H:21]2[C@H:25]([C:26]3[CH:31]=[CH:30][CH:29]=[C:28]([Cl:32])[C:27]=3[F:33])[C@:24]([C:36]3[CH:41]=[CH:40][C:39]([Cl:42])=[CH:38][C:37]=3[F:43])([C:34]#[N:35])[C@H:23]([CH2:44][C:45]([CH3:46])([CH3:47])[CH3:48])[NH:22]2)=[O:20])=[C:14]([O:49][CH3:50])[CH:13]=1)([OH:7])=[O:5]. Reported procedure: 4-{[(2R,3S,4R,5S)-4-(4-Chloro-2-fluoro-phenyl)-3-(3-chloro-2-fluoro-phenyl)-4-cyano-5-(2,2-dimethyl-propyl)-pyrrolidine-2-carbonyl]-amino}-3-methoxy-benzoic acid 2-tert-butoxycarbonyl-ethyl ester was treated with trifluoroacetic acid to give 4-{[(2R,3S,4R,5S)-4-(4-chloro-2-fluoro-phenyl)-3-(3-chloro-2-fluoro-phenyl)-4-cyano-5-(2,2-dimethyl-propyl)-pyrrolidine-2-carbonyl]-amino}-3-methoxy-benzoic acid 2-carboxy-ethyl ester. MS (ES+) m/z calcd. for C34H34Cl2F2N3O6: [(M+H)+]: 688. found: 688. Run in CN(C)C=O (DMF). RXN SMILES: [NH:1]1[CH2:7][CH2:6][CH2:5][CH:4]([CH2:8][OH:9])[CH2:3][CH2:2]1.C(=O)([O-])[O-].[K+].[K+].Br[CH2:17][C:18]1[CH:23]=[CH:22][C:21]([C:24]([F:27])([F:26])[F:25])=[CH:20][C:19]=1[C:28]([F:31])([F:30])[F:29].O>CN(C=O)C>[F:29][C:28]([F:30])([F:31])[C:19]1[CH:20]=[C:21]([C:24]([F:27])([F:25])[F:26])[CH:22]=[CH:23][C:18]=1[CH2:17][N:1]1[CH2:7][CH2:6][CH2:5][CH:4]([CH2:8][OH:9])[CH2:3][CH2:2]1 |f:1.2.3|. Reactants: O (water), N1CCC(CCC1)CO (azepan-4-ylmethanol), C([O-])([O-])=O.[K+].[K+] (potassium carbonate), BrCC1=C(C=C(C=C1)C(F)(F)F)C(F)(F)F (1-(bromomethyl)-2,4-bis(trifluoromethyl)benzene). Yields the product FC(C1=C(CN2CCC(CCC2)CO)C=CC(=C1)C(F)(F)F)(F)F ({1-[2,4-bis(trifluoromethyl)benzyl]azepan-4-yl}methanol). Procedure details: To a solution of azepan-4-ylmethanol (1.40 g) and potassium carbonate (3.00 g) in DMF (54.2 mL) was added 1-(bromomethyl)-2,4-bis(trifluoromethyl)benzene (2.03 mL). The reaction mixture was stirred at room temperature overnight, poured into water, and the mixture was extracted with ethyl acetate. The extract was washed with water and saturated brine, and dried over anhydrous magnesium sulfate, and the solvent was evaporated under reduced pressure. The residue was purified by silica gel column ch... Reaction conditions: time 8 hour.